From a dataset of the Open Reaction Database (ORD), a public repository of structured organic reaction records. describe an organic reaction: reactants, conditions, products, and yield The reactants are Example 15, Br (hydrobromic acid), 22580m, BrBr (bromine), C(C)(=O)C=1C=C(SC1)C(=O)OC (methyl 4-acetyl-2-thiophenecarboxylate). Reagents/catalysts: C(Cl)(Cl)Cl (chloroform). Solvent: C(Cl)(Cl)Cl (chloroform). Conditions: temperature 40 celsius. Product: BrCC(=O)C=1C=C(SC1)C(=O)OC (Methyl 4-Bromoacetyl-2-thiophenecarboxylate). Isolated yield 63.0%. As a reaction SMILES: [Br:1]Br.[C:3]([C:6]1[CH:7]=[C:8]([C:11]([O:13][CH3:14])=[O:12])[S:9][CH:10]=1)(=[O:5])[CH3:4].Br>C(Cl)(Cl)Cl>[Br:1][CH2:4][C:3]([C:6]1[CH:7]=[C:8]([C:11]([O:13][CH3:14])=[O:12])[S:9][CH:10]=1)=[O:5]. Procedure: Following the procedure of Japan Kokai Tokkyo Koho JP 60 11,487 CA 103:22580m (1985), a solution of bromine (4.29 g, 26.87 mmoles) in 40 ml of chloroform was added dropwise to a stirred solution of methyl 4-acetyl-2-thiophenecarboxylate, prepared according to Example 15 (4.95 g, 26.87 mmoles) in 150 ml of chloroform containing four drops of 50% (v/v) 48% hydrobromic acid/glacial acetic acid. After 10 minutes at 40° C. the solution was cooled to room temperature, concentrated in vacuo and the res... Starting materials: Cc1ccc(-c2ccc3c(c2)C=C(C(=O)Nc2ccc(CN4CCCCC4)cc2)CCO3)cc1, CI, CN(C)C=O. The product is Cc1ccc(-c2ccc3c(c2)C=C(C(=O)Nc2ccc(C[N+]4(C)CCCCC4)cc2)CCO3)cc1, [I-]. Reaction SMILES: [CH3:1][c:2]1[cH:3][cH:4][c:5](-[c:8]2[cH:9][cH:10][c:11]3[c:12]([cH:34]2)[CH:13]=[C:14]([C:18](=[O:19])[NH:20][c:21]2[cH:22][cH:23][c:24]([CH2:27][N:28]4[CH2:29][CH2:30][CH2:31][CH2:32][CH2:33]4)[cH:25][cH:26]2)[CH2:15][CH2:16][O:17]3)[cH:6][cH:7]1.[CH3:35][I:36].[CH3:37][N:38]([CH3:39])[CH:40]=[O:41]>>[CH3:1][c:2]1[cH:3][cH:4][c:5](-[c:8]2[cH:9][cH:10][c:11]3[c:12]([cH:34]2)[CH:13]=[C:14]([C:18](=[O:19])[NH:20][c:21]2[cH:22][cH:23][c:24]([CH2:27][N+:28]4([CH3:35])[CH2:29][CH2:30][CH2:31][CH2:32][CH2:33]4)[cH:25][cH:26]2)[CH2:15][CH2:16][O:17]3)[cH:6][cH:7]1.[I-:36].